This data is from the Open Reaction Database (ORD), a public repository of structured organic reaction records. The task is: describe an organic reaction: reactants, conditions, products, and yield Reactants: FC1=CC=C(C=C1)NCC=1C=NC=CC1 (3-(4-fluorophenylaminomethyl)pyridine), C([O-])(O)=O.[Na+] (sodium bicarbonate), [OH-].[Na+] (sodium hydroxide), C([O-])([O-])=O.[K+].[K+] (potassium carbonate), CS(=O)(=O)Cl (methanesulfonyl chloride). Run in ClCCl (dichloromethane). The product is FC1=CC=C(C=C1)N(S(=O)(=O)C)CC=1C=NC=CC1 (N-(4-fluorophenyl)-N-(pyridin-3-ylmethyl) methanesulfonamide). RXN SMILES: [F:1][C:2]1[CH:7]=[CH:6][C:5]([NH:8][CH2:9][C:10]2[CH:11]=[N:12][CH:13]=[CH:14][CH:15]=2)=[CH:4][CH:3]=1.C(=O)([O-])[O-].[K+].[K+].[CH3:22][S:23](Cl)(=[O:25])=[O:24].C(=O)(O)[O-].[Na+].[OH-].[Na+]>ClCCl>[F:1][C:2]1[CH:3]=[CH:4][C:5]([N:8]([CH2:9][C:10]2[CH:11]=[N:12][CH:13]=[CH:14][CH:15]=2)[S:23]([CH3:22])(=[O:25])=[O:24])=[CH:6][CH:7]=1 |f:1.2.3,5.6,7.8|. Procedure: A 2.3 g. portion of 3-(4-fluorophenylaminomethyl)pyridine was dissolved in 15 ml. of dichloromethane, and 2.1 g. of potassium carbonate and 1.2 ml. of methanesulfonyl chloride were added. The mixture was stirred under reflux for 2 days, and was then cooled and diluted with 20 ml. of aqueous sodium bicarbonate and 5 ml. of 2N sodium hydroxide. The organic phase was washed again with aqueous sodium bicarbonate, dried over magnesium sulfate and evaporated under vacuum. The residue was triturated wi... Starting materials: [H-].[Na+] (Sodium hydride), [I-].[Na+] (sodium iodide), C(#N)CC(=O)OCC (ethyl cyanoacetate), BrC1C(OCC1)OC (3-bromo-2-methoxytetrahydrofuran). The solvent is CN(C)C=O (DMF), O (water). Conditions: time 1 hour. Yields the product C(C)OC(C(C1C(OCC1)OC)C#N)=O (Ethyl-2-cyano-2-(2-methoxytetrahydrofuran-3-yl)acetate). The yield is 15.2%. Reaction SMILES: [H-].[Na+].[C:3]([CH2:5][C:6]([O:8][CH2:9][CH3:10])=[O:7])#[N:4].Br[CH:12]1[CH2:16][CH2:15][O:14][CH:13]1[O:17][CH3:18].[I-].[Na+]>CN(C=O)C.O>[CH2:9]([O:8][C:6](=[O:7])[CH:5]([C:3]#[N:4])[CH:12]1[CH2:16][CH2:15][O:14][CH:13]1[O:17][CH3:18])[CH3:10] |f:0.1,4.5|. Procedure: Sodium hydride (95%, 30.32 g, 1.2 mol) was suspended in anhydrous DMF (350 ml) in a 2 L, 3-necked flask and ethyl cyanoacetate (136 ml, 1.2 mol) was added dropwise with stirring under argon over 1 h. After a further 15 min, 3-bromo-2-methoxytetrahydrofuran (75 g, 0.41 mol) was added, followed by sodium iodide (2 g) and then the solution was heated with vigorous stirring at 140° C. for 20 h under argon. After cooling, water (200 ml) was added and the solution was concentrated on a rotary evaporat... Reactants: O=C([O-])[O-], CI, CC(C)=O, [K+], [K+], CCc1nc2c(nc1C)C(N)=NS(=O)(=O)N2CC. Yields the product CCc1nc2c(nc1C)C(NC)=NS(=O)(=O)N2CC. RXN SMILES: [C:19](=[O:20])([O-:21])[O-:22].[CH3:25][I:26].[CH3:27][C:28](=[O:29])[CH3:30].[K+:23].[K+:24].[NH2:1][C:2]1=[N:7][S:6](=[O:8])(=[O:9])[N:5]([CH2:10][CH3:11])[c:4]2[c:3]1[n:15][c:14]([CH3:16])[c:13]([CH2:17][CH3:18])[n:12]2>>[NH:1]([C:2]1=[N:7][S:6](=[O:8])(=[O:9])[N:5]([CH2:10][CH3:11])[c:4]2[c:3]1[n:15][c:14]([CH3:16])[c:13]([CH2:17][CH3:18])[n:12]2)[CH3:19]. The reactants are ClC1=CC=NC2=CC(=C(C=C12)OC)OC (4-Chloro-6,7-dimethoxyquinoline), ClC=1C=CC(=C(C(=O)C2=CC=CC=C2)C1)O (5-chloro-2-hydroxybenzophenone), [OH-].[Na+] (sodium hydroxide). Run in C(Cl)(Cl)Cl (Chloroform). The product is Cl.ClC=1C=CC(=C(C1)C(=O)C1=CC=CC=C1)OC1=CC=NC2=CC(=C(C=C12)OC)OC ({5-Chloro-2-[(6,7-dimethoxy-4-quinolyl)oxy]phenyl}-(phenyl)methanone hydrochloride). Yield: 11.0%. Reaction SMILES: [Cl:1][C:2]1[C:11]2[C:6](=[CH:7][C:8]([O:14][CH3:15])=[C:9]([O:12][CH3:13])[CH:10]=2)[N:5]=[CH:4][CH:3]=1.[Cl:16][C:17]1[CH:18]=[CH:19][C:20]([OH:31])=[C:21]([CH:30]=1)[C:22]([C:24]1[CH:29]=[CH:28][CH:27]=[CH:26][CH:25]=1)=[O:23].[OH-].[Na+]>C(Cl)(Cl)Cl>[ClH:1].[Cl:16][C:17]1[CH:18]=[CH:19][C:20]([O:31][C:2]2[C:11]3[C:6](=[CH:7][C:8]([O:14][CH3:15])=[C:9]([O:12][CH3:13])[CH:10]=3)[N:5]=[CH:4][CH:3]=2)=[C:21]([C:22]([C:24]2[CH:29]=[CH:28][CH:27]=[CH:26][CH:25]=2)=[O:23])[CH:30]=1 |f:2.3,5.6|. Procedure details: 4-Chloro-6,7-dimethoxyquinoline (1.00 g) and 5-chloro-2-hydroxybenzophenone (1.46 g) were stirred at 170° C. for one hr, and the reaction solution was cooled to room temperature. Chloroform was then added to the reaction solution, and separation was carried out with a 10% aqueous sodium hydroxide solution. The organic layer was washed with a saturated aqueous sodium hydrogencarbonate solution and saturated brine and was dried over anhydrous magnesium sulfate. The solvent was removed therefrom by... Reactants: IC1CN(C1)C(=O)OC(C)(C)C (tert-butyl 3-iodoazetidine-1-carboxylate), IC1=CC=C(C=C1)[N+](=O)[O-] (1-iodo-4-nitrobenzene), O1C(=CC=C1)P(C=1OC=CC1)C=1OC=CC1 (tri-2-furylphosphine), C[Si](C)(C)Cl (Trimethylsilyl chloride), ClCCCl (DCE). Reagents/catalysts: C=1C=CC(=CC1)/C=C/C(=O)/C=C/C2=CC=CC=C2.C=1C=CC(=CC1)/C=C/C(=O)/C=C/C2=CC=CC=C2.C=1C=CC(=CC1)/C=C/C(=O)/C=C/C2=CC=CC=C2.[Pd].[Pd] (Pd2(dba)3), [Zn] (zinc). The solvent is C1CCOC1 (THF), C1CCOC1 (THF), C1CCOC1 (THF), C1CCOC1 (THF). Run at temperature 80 celsius, time 4 minute. Yields the product [N+](=O)([O-])C1=CC=C(C=C1)C1CN(C1)C(=O)OC(C)(C)C (tert-Butyl 3-(4-nitrophenyl)azetidine-1-carboxylate), oil. Yield: 72.0%. Reaction SMILES: ClCCCl.C[Si](Cl)(C)C.I[CH:11]1[CH2:14][N:13]([C:15]([O:17][C:18]([CH3:21])([CH3:20])[CH3:19])=[O:16])[CH2:12]1.O1C=CC=C1P(C1OC=CC=1)C1OC=CC=1.I[C:39]1[CH:44]=[CH:43][C:42]([N+:45]([O-:47])=[O:46])=[CH:41][CH:40]=1>C1COCC1.[Zn].C1C=CC(/C=C/C(/C=C/C2C=CC=CC=2)=O)=CC=1.C1C=CC(/C=C/C(/C=C/C2C=CC=CC=2)=O)=CC=1.C1C=CC(/C=C/C(/C=C/C2C=CC=CC=2)=O)=CC=1.[Pd].[Pd]>[N+:45]([C:42]1[CH:43]=[CH:44][C:39]([CH:11]2[CH2:14][N:13]([C:15]([O:17][C:18]([CH3:21])([CH3:20])[CH3:19])=[O:16])[CH2:12]2)=[CH:40][CH:41]=1)([O-:47])=[O:46] |f:7.8.9.10.11|. Procedure: DCE (0.146 mL, 1.69 mmol) was added to a vigorously stirred suspension of zinc dust (0.901 g, 13.8 mmol) in THF (3.5 mL) under nitrogen. The resulting suspension was heated at 80° C. for 10 minutes then cooled to room temperature. Trimethylsilyl chloride (0.202 mL, 1.59 mmol) in THF (1.75 mL) was added and the mixture was stirred at room temperature for 4 minutes. A solution of tert-butyl 3-iodoazetidine-1-carboxylate (3.00 g, 10.6 mmol) in THF (3.5 mL) was added dropwise over 15 minutes and the...